This data is from the Open Reaction Database (ORD), a public repository of structured organic reaction records. The task is: describe an organic reaction: reactants, conditions, products, and yield The product is O=C(O)C1CCC2(CC1)OCCO2. Starting materials: CO, Cl, [Li+], CCOC(=O)C1CCC2(CC1)OCCO2, [OH-], O, O. RXN SMILES: [CH3:21][OH:22].[ClH:20].[Li+:19].[O:1]1[CH2:2][CH2:3][O:4][C:5]12[CH2:6][CH2:7][CH:8]([C:11](=[O:12])[O:13][CH2:14][CH3:15])[CH2:9][CH2:10]2.[OH-:18].[OH2:16].[OH2:17]>>[O:1]1[CH2:2][CH2:3][O:4][C:5]12[CH2:6][CH2:7][CH:8]([C:11](=[O:12])[OH:13])[CH2:9][CH2:10]2.